This data is from the Open Reaction Database (ORD), a public repository of structured organic reaction records. The task is: describe an organic reaction: reactants, conditions, products, and yield Reactants: FC1=CC=C(OCC2CC3N(CCN(C3)CC3=CC=CC=C3)C2)C=C1 ((7RS,8aSR)-7-(4-fluorophenoxy)methyl-2-phenylmethyl-1,2,3,4,6,7,8,8a-octahydro-pyrrolo[1,2-a]pyrazine), C(=O)[O-].[NH4+] (ammonium formate), ClC1=NC=C(C=N1)F (2-chloro-5-fluoropyrimidine), C([O-])([O-])=O.[Na+].[Na+] (sodium carbonate), FC1=CC=C(OCC2CC3N(CCNC3)C2)C=C1 ((7RS,8aSR)-7-(4-fluorophenoxy)methyl-1,2,3,4,6,7,8,8a-octahydro-pyrrolo[1,2-a]pyrazine). The reagents and catalysts are [Pd] (Pd/C). Solvent: CO (methanol), O (water). The product is FC1=CC=C(OCC2CC3N(CCN(C3)C3=NC=C(C=N3)F)C2)C=C1 ((7RS,8aSR)-7-(4-Fluorophenoxy)methyl-2-(5-fluoropyrimidin-2-yl)-1,2,3,4,6,7,8,8a-octahydro-pyrrolo[1,2-a]pyrazine). The yield is 36.4%. As a reaction SMILES: [F:1][C:2]1[CH:25]=[CH:24][C:5]([O:6][CH2:7][CH:8]2[CH2:23][N:11]3[CH2:12][CH2:13][N:14]([CH2:16]C4C=CC=CC=4)[CH2:15][CH:10]3[CH2:9]2)=[CH:4][CH:3]=1.C([O-])=O.[NH4+].FC1C=CC(OCC2CN3CCNCC3C2)=CC=1.ClC1[N:54]=[CH:53][C:52]([F:55])=[CH:51][N:50]=1.C(=O)([O-])[O-].[Na+].[Na+]>CO.O.[Pd]>[F:1][C:2]1[CH:3]=[CH:4][C:5]([O:6][CH2:7][CH:8]2[CH2:23][N:11]3[CH2:12][CH2:13][N:14]([C:16]4[N:54]=[CH:53][C:52]([F:55])=[CH:51][N:50]=4)[CH2:15][CH:10]3[CH2:9]2)=[CH:24][CH:25]=1 |f:1.2,5.6.7|. Procedure details: A solution of 2.00 g (5.9 mmol) of (7RS,8aSR)-7-(4-fluorophenoxy)methyl-2-phenylmethyl-1,2,3,4,6,7,8,8a-octahydro-pyrrolo[1,2-a]pyrazine (Preparation 2) and 4.1 mL (20.6 mmol) of 5M aqueous ammonium formate in 50 mL methanol was treated with an aqueous slurry of 0.200 g of 10% Pd/C. The reaction was refluxed for 48 hrs. The mixture was filtered and the solvent removed in vacuo to give an oily residue. The crude (7RS,8aSR)-7-(4-fluorophenoxy)methyl-1,2,3,4,6,7,8,8a-octahydro-pyrrolo[1,2-a]pyrazin... Reactants: COS(=O)(=O)[O-].NC1=CC=C(C=C1)N(CC[N+](C)(C)C)C (2-[(4-aminophenyl)(methyl)amino]-N,N,N-trimethylethanaminium methylsulfate), C1=C(C=CC2=CC=CC=C12)O (2-naphthol), ice, Cl (hydrochloric acid), Cl (hydrochloric acid), N(=O)[O-].[Na+] (sodium nitrite), C([O-])([O-])=O.[Na+].[Na+] (sodium carbonate). The reagents and catalysts are NS(=O)(=O)O (sulfaminic acid). The solvent is O (water), C(C)(C)O (isopropanol), O (water). Reaction conditions: time 30 minute. Yields the product COS(=O)(=O)[O-].OC1=C(C2=CC=CC=C2C=C1)N=NC1=CC=C(C=C1)N(CC[N+](C)(C)C)C (2-[{4-[(2-hydroxy-1-naphthalenyl)diazenyl]phenyl}(methyl)amino]-N,N,N-trimethylethanaminium methylsulfate). Reaction SMILES: [CH3:1][O:2][S:3]([O-:6])(=[O:5])=[O:4].[NH2:7][C:8]1[CH:13]=[CH:12][C:11]([N:14]([CH3:21])[CH2:15][CH2:16][N+:17]([CH3:20])([CH3:19])[CH3:18])=[CH:10][CH:9]=1.Cl.[N:23]([O-])=O.[Na+].[CH:27]1[C:36]2[C:31](=[CH:32][CH:33]=[CH:34][CH:35]=2)[CH:30]=[CH:29][C:28]=1[OH:37].C(=O)([O-])[O-].[Na+].[Na+]>O.NS(O)(=O)=O.C(O)(C)C>[CH3:1][O:2][S:3]([O-:6])(=[O:5])=[O:4].[OH:37][C:28]1[CH:29]=[CH:30][C:31]2[C:36](=[CH:35][CH:34]=[CH:33][CH:32]=2)[C:27]=1[N:23]=[N:7][C:8]1[CH:9]=[CH:10][C:11]([N:14]([CH3:21])[CH2:15][CH2:16][N+:17]([CH3:20])([CH3:19])[CH3:18])=[CH:12][CH:13]=1 |f:0.1,3.4,6.7.8,12.13|. Procedure: 1.6 g (5 mmol) of the compound from Step 9.3 was dissolved in 20 mL of water and 1.7 g of hydrochloric acid (32%) and to the solution was added dropwise with agitation, in an ice bath, 0.35 g (5 mmol) of sodium nitrite in 2 mL of water. The mixture was allowed to agitate in the ice bath for an additional 30 minutes after which a few drops of 10% sulfaminic acid solution was added and the mixture was poured into a solution of 0.72 g (5 mmol) of 2-naphthol in 8 mL of isopropanol. The pH was then i... The reactants are C(=O)([O-])[O-].[Na+].[Na+] (Na2CO3), ClC=1C=C(C[C@@H](N)C(=O)O)C=CC1 (3-chloro-D-phenylalanine), ClC(=O)OCC (Ethyl chloroformate). The solvent is CO.O (MeOH H2O). Run at time 8 hour. Product: ClC=1C=C2C[C@@H](N(CC2=CC1)C(=O)OCC)C(=O)O ((R)-6-chloro-2-(ethoxycarbonyl)-1,2,3,4-tetrahydroisoquinoline-3-carboxylic acid). Reaction SMILES: [C:1]([O-])([O-])=O.[Na+].[Na+].[Cl:7][C:8]1[CH:9]=[C:10]([CH:17]=[CH:18][CH:19]=1)[CH2:11][C@H:12]([C:14]([OH:16])=[O:15])[NH2:13].Cl[C:21]([O:23][CH2:24][CH3:25])=[O:22]>CO.O>[Cl:7][C:8]1[CH:9]=[C:10]2[C:17](=[CH:18][CH:19]=1)[CH2:1][N:13]([C:21]([O:23][CH2:24][CH3:25])=[O:22])[C@@H:12]([C:14]([OH:16])=[O:15])[CH2:11]2 |f:0.1.2,5.6|. Procedure details: Na2CO3 (2.12 g, 20.04 mmol) was added to a suspension of 3-chloro-D-phenylalanine 9 (2.6 g, 10.02 mmol) in MeOH/H2O (8.3 mL/8.3 mL) at room temperature. Ethyl chloroformate (1.44 mL, 15.03 mmol) was added drop wise over 20 min via syringe pump and the reaction was stirred overnight. The reaction mixture was washed with Et2O (1×15 mL) and the aqueous layer was acidified to pH ˜5 with 2 M HCl (aq). The aqueous layer was extracted with EtOAc (2×30 mL). The combined organics were washed with brine, ... Starting materials: FC=1C=C(C=CC1[N+](=O)[O-])O (3-fluoro-4-nitrophenol), ClCC1=CC=C(C=C1)OC (1-(chloromethyl)-4-methoxybenzene), C([O-])([O-])=O.[K+].[K+] (potassium carbonate). The solvent is CN(C)C=O (DMF), CCOC(=O)C (EtOAc). Reaction conditions: temperature 50 celsius, time 16 hour. Yields the product FC1=C(C=CC(=C1)OCC1=CC=C(C=C1)OC)[N+](=O)[O-] (2-Fluoro-4-(4-methoxybenzyloxy)-1-nitrobenzene), solid. Isolated yield 84.0%. RXN SMILES: [F:1][C:2]1[CH:3]=[C:4]([OH:11])[CH:5]=[CH:6][C:7]=1[N+:8]([O-:10])=[O:9].Cl[CH2:13][C:14]1[CH:19]=[CH:18][C:17]([O:20][CH3:21])=[CH:16][CH:15]=1.C(=O)([O-])[O-].[K+].[K+]>CN(C=O)C.CCOC(C)=O>[F:1][C:2]1[CH:3]=[C:4]([O:11][CH2:13][C:14]2[CH:19]=[CH:18][C:17]([O:20][CH3:21])=[CH:16][CH:15]=2)[CH:5]=[CH:6][C:7]=1[N+:8]([O-:10])=[O:9] |f:2.3.4|. Reported procedure: To a solution of 3-fluoro-4-nitrophenol (2.96 g, 18.81 mmol) in DMF (18.81 mL) was added 1-(chloromethyl)-4-methoxybenzene (2.55 mL, 18.81 mmol) and potassium carbonate (5.20 g, 37.6 mmol). The reaction mixture was stirred at 50° C. for 16 hours. The mixture was diluted with EtOAc (100 mL), washed with water, and the aqueous layer was back-extracted with EtOAc (25 mL). The combined organic layers were washed with 1 M aqueous NaOH (20 mL) and then with brine. The organic layer was dried over Na2S... Starting materials: O (water), FC(C1=CC(=NC(=C1)C(F)(F)F)N(N)C)(F)F (1-[4,6-bis[trifluoromethyl]pyrid-2-yl]-1-methyl hydrazine), CC(C(C)=O)C (3-methyl-2-butanone), C1(=CC=C(C=C1)S(=O)(=O)O)C (p-toluenesulphonic acid). Solvent: C1(=CC=CC=C1)C (toluene). The product is FC(C1=CC(=NC(=C1)C(F)(F)F)N(N=C(C)C(C)C)C)(F)F (3-methyl-2-butanone 1-[4,6-bis[trifluoromethyl]pyrid-2-yl]-1-methyl hydrazone). Reaction SMILES: [F:1][C:2]([F:17])([F:16])[C:3]1[CH:8]=[C:7]([C:9]([F:12])([F:11])[F:10])[N:6]=[C:5]([N:13]([CH3:15])[NH2:14])[CH:4]=1.[CH3:18][CH:19]([CH3:23])[C:20](=O)[CH3:21].C1(C)C=CC(S(O)(=O)=O)=CC=1.O>C1(C)C=CC=CC=1>[F:17][C:2]([F:16])([F:1])[C:3]1[CH:8]=[C:7]([C:9]([F:10])([F:12])[F:11])[N:6]=[C:5]([N:13]([CH3:15])[N:14]=[C:20]([CH:19]([CH3:23])[CH3:18])[CH3:21])[CH:4]=1. Procedure details: A solution of 1-[4,6-bis[trifluoromethyl]pyrid-2-yl]-1-methyl hydrazine (40.04 g; 0.15 mol), 3-methyl-2-butanone (14.2 g; 0.165 mol) and p-toluenesulphonic acid (0.32 g) in toluene (90 ml) was heated under reflux, with water removal (azeotrope), for 40 h. The solution was concentrated to yield a dark oil which was purified by flash-chromatography over silica (eluent: petroleum ether 60/80) to yield 3-methyl-2-butanone 1-[4,6-bis[trifluoromethyl]pyrid-2-yl]-1-methyl hydrazone as a red oil (10.9 g... Product: C=CC1(COCc2ccccc2)CCC(=O)O1. The reactants are O=[Ag-], BrCc1ccccc1, C=CC1(CO)CCC(=O)O1, CN(C)C=O. RXN SMILES: [Ag-:24]=[O:25].[Br:11][CH2:12][c:13]1[cH:14][cH:15][cH:16][cH:17][cH:18]1.[CH:1](=[CH2:2])[C:3]1([CH2:9][OH:10])[CH2:4][CH2:5][C:6](=[O:8])[O:7]1.[O:19]=[CH:20][N:21]([CH3:22])[CH3:23]>>[CH:1](=[CH2:2])[C:3]1([CH2:9][O:10][CH2:12][c:13]2[cH:14][cH:15][cH:16][cH:17][cH:18]2)[CH2:4][CH2:5][C:6](=[O:8])[O:7]1. Reactants: CC(=O)c1ccc(Br)cc1, C1CCOC1. Yields the product CC(C)(O)c1ccc(Br)cc1. RXN SMILES: [Br:1][c:2]1[cH:3][cH:4][c:5]([C:8]([CH3:9])=[O:10])[cH:6][cH:7]1.[CH2:11]1[O:12][CH2:13][CH2:14][CH2:15]1>>[Br:1][c:2]1[cH:3][cH:4][c:5]([C:8]([CH3:9])([OH:10])[CH3:11])[cH:6][cH:7]1.